From a dataset of the Open Reaction Database (ORD), a public repository of structured organic reaction records. describe an organic reaction: reactants, conditions, products, and yield Reactants: solution, BrC1=NC=CC=C1 (2-bromopyridine), CCCCCC.C(CCC)[Li] (n-butyllithium hexane), O (Water), FC(S(=O)(=O)OC1=NC(OC2=C1C=C(C=C2)[N+](=O)[O-])(CF)CF)(F)F (4-trifluoromethanesulfonyloxy-2,2-bisfluoromethyl-6-nitro-2H-1,3-benzoxazine). Reagents/catalysts: [Cl-].[Zn+2].[Cl-] (zinc chloride), C=1C=CC(=CC1)[P](C=2C=CC=CC2)(C=3C=CC=CC3)[Pd]([P](C=4C=CC=CC4)(C=5C=CC=CC5)C=6C=CC=CC6)([P](C=7C=CC=CC7)(C=8C=CC=CC8)C=9C=CC=CC9)[P](C=1C=CC=CC1)(C=1C=CC=CC1)C=1C=CC=CC1 (tetrakis(triphenylphosphine)palladium). The solvent is O1CCCC1 (tetrahydrofuran), O1CCCC1 (tetrahydrofuran). Reaction conditions: temperature -78 celsius, time 30 minute. Yields the product FCC1(OC2=C(C(=N1)C1=NC=CC=C1)C=C(C=C2)[N+](=O)[O-])CF (2,2-bisfluoromethyl-6-nitro-4-(2-pyridyl)-2H-1,3-benzoxazine). As a reaction SMILES: Br[C:2]1[CH:7]=[CH:6][CH:5]=[CH:4][N:3]=1.CCCCCC.C([Li])CCC.FC(F)(F)S(O[C:25]1[C:30]2[CH:31]=[C:32]([N+:35]([O-:37])=[O:36])[CH:33]=[CH:34][C:29]=2[O:28][C:27]([CH2:40][F:41])([CH2:38][F:39])[N:26]=1)(=O)=O.O>O1CCCC1.[Cl-].[Zn+2].[Cl-].C1C=CC([P]([Pd]([P](C2C=CC=CC=2)(C2C=CC=CC=2)C2C=CC=CC=2)([P](C2C=CC=CC=2)(C2C=CC=CC=2)C2C=CC=CC=2)[P](C2C=CC=CC=2)(C2C=CC=CC=2)C2C=CC=CC=2)(C2C=CC=CC=2)C2C=CC=CC=2)=CC=1>[F:41][CH2:40][C:27]1([CH2:38][F:39])[N:26]=[C:25]([C:2]2[CH:7]=[CH:6][CH:5]=[CH:4][N:3]=2)[C:30]2[CH:31]=[C:32]([N+:35]([O-:37])=[O:36])[CH:33]=[CH:34][C:29]=2[O:28]1 |f:1.2,6.7.8,^1:56,58,77,96|. Procedure: To 3 ml of anhydrous tetrahydrofuran solution of 0.21 ml of 2-bromopyridine was added dropwise 1.38 ml of 1.68M n-butyllithium hexane solution at -78° C. under nitrogen atmosphere. After 30 minutes, 4.26 ml of solution of 0.5M zinc chloride in dry tetrahydrofuran was added thereto and the mixture was stirred at -78° C. for 15 minutes and under ice-cooling for 15 minutes. To the mixture were added under ice-cooling 65 mg of tetrakis(triphenylphosphine)palladium (O) and 330 mg of 4-trifluoromethan... Reactants: C(C)OC(CC(N(CCC(=O)OC)CC1=CC=C(C=C1)NC(=O)OCC1=CC=CC=C1)=O)=O (ethyl[N-(p-(N-benzyloxycarbonylamino)benzyl)-N-(methoxycarbonylethyl)carbamoyl]acetate), [O-]CC.[Na+] (sodium ethoxide), Cl (HCl), O (water). Solvent: C1=CC=CC=C1 (benzene). Reaction conditions: time 30 minute. Product: C(C1=CC=CC=C1)OC(=O)NC1=CC=C(CN2C(C(C(CC2)=O)C(=O)OCC)=O)C=C1 (ethyl 1-(p-(N-benzyloxycarbonylamino)-benzyl)-2,4-dioxopiperidine-3-carboxylate). The yield is 93.5%. Reaction SMILES: [CH2:1]([O:3][C:4](=[O:33])[CH2:5][C:6](=[O:32])[N:7]([CH2:14][C:15]1[CH:20]=[CH:19][C:18]([NH:21][C:22]([O:24][CH2:25][C:26]2[CH:31]=[CH:30][CH:29]=[CH:28][CH:27]=2)=[O:23])=[CH:17][CH:16]=1)[CH2:8][CH2:9][C:10]([O:12]C)=O)[CH3:2].[O-]CC.[Na+].O.Cl>C1C=CC=CC=1>[CH2:25]([O:24][C:22]([NH:21][C:18]1[CH:19]=[CH:20][C:15]([CH2:14][N:7]2[CH2:8][CH2:9][C:10](=[O:12])[CH:5]([C:4]([O:3][CH2:1][CH3:2])=[O:33])[C:6]2=[O:32])=[CH:16][CH:17]=1)=[O:23])[C:26]1[CH:27]=[CH:28][CH:29]=[CH:30][CH:31]=1 |f:1.2|. Procedure details: A solution of ethyl[N-(p-(N-benzyloxycarbonylamino)benzyl)-N-(methoxycarbonylethyl)carbamoyl]acetate (967 mg) in benzene (15 ml) is added dropwise to a solution of sodium ethoxide (prepared from sodium (60 mg) and ethanol (2 ml)) at room temperature. The mixture is stirred at the same temperature for 30 minutes. The mixture is poured into water. The aqueous solution is neutralized with 10% HCl, and extracted with ethyl acetate. The extract is washed with a saturated sodium chloride solution, dri... Reactants: C(C)C1=NC2=C(N1CC1=CC3=C(NC4=C(CC3)C=CC=C4)C=C1)C=C(C=C2C)C (2-(2-Ethyl-4,6-dimethylbenzimidazol-1-yl)methyl-10,11-dihydro-5H-dibenzo[b,f]azepine), C(C)C=1NC2=C(N1)C=C(C=C2C)C (2-ethyl-4,6-dimethylbenzimidazole). Yields the product C(C)C1=NC=2C(=NC(=CC2C)C)N1 (2-ethyl-5,7-dimethyl-3H-imidazo[4,5-b]pyridine). RXN SMILES: [CH2:1]([C:3]1[N:7](CC2C=CC3NC4C=CC=CC=4CCC=3C=2)[C:6]2[CH:24]=[C:25](C)[CH:26]=[C:27]([CH3:28])[C:5]=2[N:4]=1)[CH3:2].C(C1[NH:33]C2C(C)=CC(C)=CC=2N=1)C>>[CH2:1]([C:3]1[NH:7][C:6]2=[N:33][C:25]([CH3:24])=[CH:26][C:27]([CH3:28])=[C:5]2[N:4]=1)[CH3:2]. Reported procedure: [step 1] 2-(2-Ethyl-4,6-dimethylbenzimidazol-1-yl)methyl-10,11-dihydro-5H-dibenzo[b,f]azepine (422 mg, 75%) was obtained in the same manner as in step 1 of Example 1, using 2-ethyl-4,6-dimethylbenzimidazole (256 mg, 1.47 mmol), obtained in Reference Example 1, instead of 2-ethyl-5,7-dimethyl-3H-imidazo[4,5-b]pyridine. Starting materials: CCN=C=NCCCN(C)C, CN(C)c1ccccn1, COc1ccc(CN2CCC(O)CC2)cc1, CN(C)C=O, Cl, O=C(O)c1ccccc1. Product: COc1ccc(CN2CCC(OC(=O)c3ccccc3)CC2)cc1. As a reaction SMILES: [CH2:36]([N:37]=[C:38]=[N:39][CH2:40][CH2:41][CH2:42][N:43]([CH3:44])[CH3:45])[CH3:46].[CH3:17][N:18]([c:19]1[cH:20][cH:21][cH:22][cH:23][n:24]1)[CH3:25].[CH3:1][O:2][c:3]1[cH:4][cH:5][c:6]([CH2:7][N:8]2[CH2:9][CH2:10][CH:11]([OH:14])[CH2:12][CH2:13]2)[cH:15][cH:16]1.[CH3:47][N:48]([CH3:49])[CH:50]=[O:51].[ClH:35].[OH:26][C:27](=[O:28])[c:29]1[cH:30][cH:31][cH:32][cH:33][cH:34]1>>[CH3:1][O:2][c:3]1[cH:4][cH:5][c:6]([CH2:7][N:8]2[CH2:9][CH2:10][CH:11]([O:14][C:27](=[O:26])[c:29]3[cH:30][cH:31][cH:32][cH:33][cH:34]3)[CH2:12][CH2:13]2)[cH:15][cH:16]1. Starting materials: CCOCC (ether), CCOCC (ether), C1(=CC=CC=C1)O (Phenol), [H-].[Na+] (NaH), CN(C)C=O (DMF), [Br-] (bromide). Yields the product C(C=C)C1=C(C=CC=C1)O (ortho-allyl phenol). RXN SMILES: [C:1]1([OH:7])[CH:6]=[CH:5][CH:4]=[CH:3][CH:2]=1.[H-].[Na+].[Br-].CCO[CH2:14][CH3:15].[CH3:16]N(C=O)C>>[CH2:16]([C:2]1[CH:3]=[CH:4][CH:5]=[CH:6][C:1]=1[OH:7])[CH:14]=[CH2:15] |f:1.2|. Procedure details: Phenol 25 may be treated with NaH in DMF and then alkylated with an allylic bromide to give ether 30. Claisen rearrangement of 30 under thermal conditions gives ortho-allyl phenol 31. Oxidation of the double bond in 31 with OsO4/NMO followed by cleavage with NaIO4 provides the lactol 32. Jones oxidation then provides lactone 33. Reactants: N1=CN=C2N=CNC2=C1N (adenine), C(=O)([O-])[O-].[K+].[K+] (K2CO3), [Cl-] (chloride), S(=O)(Cl)Cl (Thionyl chloride), NC1=C(C(=O)O)C(=CC=C1)C (2-amino-6-methylbenzoic acid), NC=1C(=CC=CC1)C (o-toluidine), ClCC(=O)Cl (chloro-actyl chloride). Run in CCOC(=O)C.CCCCCC (EtOAc hexane), O (H2O), CN(C)C=O (DMF), C1=CC=CC=C1 (benzene). Reaction conditions: time 8 hour. Product: NC1=C2N=CN(C2=NC=N1)CC1=NC2=CC=CC(=C2C(N1C1=C(C=CC=C1)C)=O)C (2-(6-Aminopurin-9-ylmethyl)-5-methyl-3-o-tolyl-3H-quinazolin-4-one). Reaction SMILES: S(Cl)(Cl)=O.[NH2:5][C:6]1[CH:14]=[CH:13][CH:12]=[C:11]([CH3:15])[C:7]=1[C:8]([OH:10])=O.[NH2:16][C:17]1[C:18]([CH3:23])=[CH:19][CH:20]=[CH:21][CH:22]=1.Cl[CH2:25][C:26](Cl)=O.[Cl-].[N:30]1[C:38]([NH2:39])=[C:37]2[C:33]([N:34]=[CH:35][NH:36]2)=[N:32][CH:31]=1.C([O-])([O-])=O.[K+].[K+]>C1C=CC=CC=1.CN(C=O)C.O.CCOC(C)=O.CCCCCC>[NH2:39][C:38]1[N:30]=[CH:31][N:32]=[C:33]2[C:37]=1[N:36]=[CH:35][N:34]2[CH2:25][C:26]1[N:16]([C:17]2[CH:22]=[CH:21][CH:20]=[CH:19][C:18]=2[CH3:23])[C:8](=[O:10])[C:7]2[C:6](=[CH:14][CH:13]=[CH:12][C:11]=2[CH3:15])[N:5]=1 |f:6.7.8,12.13|. Procedure: Thionyl chloride (2.2 mL, 30 mmol) was added to a stirred solution of 2-amino-6-methylbenzoic acid (1.51 g, 10 mmol) in benzene (50 mL) and the mixture was heated at reflux for 18 h. Once cooled, the solvent was removed in vacuo and stripped down twice with benzene (25 mL). The residue was dissolved in CHCl3 (50 mL) and treated with o-toluidine (2.13 mL, 20 mmol). The slurry was then heated at reflux for 3 h. At that time TLC (50% EtOAc/hexane) indicated that the reaction was complete. After coo... Starting materials: O (water), BrC1=CC(=C(C=C1)NC1=NC=NC2=CC(=C(C=C12)O)OC)F (4-((4-bromo-2-fluorophenyl)amino)-7-methoxyquinazolin-6-ol), C(=O)([O-])[O-].[K+].[K+] (K2CO3), BrCCCCl (1-bromo-3-chloropropane). Run in CN(C)C=O (DMF). Reaction conditions: temperature 40 celsius, time 8 hour. Product: BrC1=CC(=C(C=C1)NC1=NC=NC2=CC(=C(C=C12)OCCCCl)OC)F (N-(4-bromo-2-fluorophenyl)-6-(3-chloropropoxy)-7-methoxyquinazolin-4-amine). Yield: 82.9%. As a reaction SMILES: [Br:1][C:2]1[CH:7]=[CH:6][C:5]([NH:8][C:9]2[C:18]3[C:13](=[CH:14][C:15]([O:20][CH3:21])=[C:16]([OH:19])[CH:17]=3)[N:12]=[CH:11][N:10]=2)=[C:4]([F:22])[CH:3]=1.C([O-])([O-])=O.[K+].[K+].Br[CH2:30][CH2:31][CH2:32][Cl:33].O>CN(C=O)C>[Br:1][C:2]1[CH:7]=[CH:6][C:5]([NH:8][C:9]2[C:18]3[C:13](=[CH:14][C:15]([O:20][CH3:21])=[C:16]([O:19][CH2:30][CH2:31][CH2:32][Cl:33])[CH:17]=3)[N:12]=[CH:11][N:10]=2)=[C:4]([F:22])[CH:3]=1 |f:1.2.3|. Procedure: To a suspension of 4-((4-bromo-2-fluorophenyl)amino)-7-methoxyquinazolin-6-ol (2.17 g), K2CO3 (0.99 g) in DMF (20 mL) was added 1-bromo-3-chloropropane (0.71 mL) at rt, the mixture was stirred at 40° C. overnight. The reaction mixture was poured into water and filtered. The filter residue was purified by a silica gel column chromatography (eluting agent: 3:1 (v/v) PE/EA) to give the title compound as a white solid (2.18 g, 82.89%).